From a dataset of the Open Reaction Database (ORD), a public repository of structured organic reaction records. describe an organic reaction: reactants, conditions, products, and yield Starting materials: NC(C)C(=O)O (D,L-alanine), S(=O)(Cl)Cl (thionyl chloride), C(C(C)C)O (iso-butanol). The product is Cl.C(C(C)C)OC(C(N)C)=O (D,L-alanine iso-butyl ester hydrochloride). Reaction SMILES: [NH2:1][CH:2]([C:4]([OH:6])=[O:5])[CH3:3].S(Cl)([Cl:9])=O.[CH2:11](O)[CH:12]([CH3:14])[CH3:13]>>[ClH:9].[CH2:11]([O:5][C:4](=[O:6])[CH:2]([CH3:3])[NH2:1])[CH:12]([CH3:14])[CH3:13] |f:3.4|. Procedure: A mixture of 35.64 g (0.4 mol) of D,L-alanine (Aldrich), 44 mL (0.6 mol) of thionyl chloride (Aldrich) and 200 mL of iso-butanol was refluxed for 1.5 hours. The volatiles were removed at reduced pressure at 90° C. under reduced pressure to give the title compound as an oil, which was used without further purification. The reactants are OCC1OC2CC(CC(O1)C2)O (3-hydroxymethyl-2,4-dioxabicyclo[3,3,1]nonan-7-ol), CS(=O)(=O)Cl (methanesulphonyl chloride). Solvent: N1=CC=CC=C1 (pyridine). Product: CS(=O)(=O)OC1CC2OC(OC(C1)C2)COS(=O)(=O)C (7-methylsulphonyloxy-3-methylsulphonyloxymethyl-2,4-dioxabicyclo[3,3,1]nonane). RXN SMILES: [OH:1][CH2:2][CH:3]1[O:10][CH:9]2[CH2:11][CH:5]([CH2:6][CH:7]([OH:12])[CH2:8]2)[O:4]1.[CH3:13][S:14](Cl)(=[O:16])=[O:15]>N1C=CC=CC=1>[CH3:13][S:14]([O:12][CH:7]1[CH2:8][CH:9]2[CH2:11][CH:5]([O:4][CH:3]([CH2:2][O:1][S:14]([CH3:13])(=[O:16])=[O:15])[O:10]2)[CH2:6]1)(=[O:16])=[O:15]. Reported procedure: A solution of 0.87 g (5 mmols) of 3-hydroxymethyl-2,4-dioxabicyclo[3,3,1]nonan-7-ol of the formula IIa in 5 ml of anhydrous pyridine is cooled to -20°C and, while stirring, treated with 1,1 ml (14,2 mmols) of methanesulphonyl chloride. The cooling bath is removed and the reaction mixture is added after 11/4 hours to 40 ml of a normal sodium bicarbonate solution. The resulting mixture is extracted successively with 40 ml of ethyl acetate and 40 ml of methylene chloride. The combined organic solut... The reactants are O=C([O-])[O-], CCOc1ccc(O)c2c1C(=O)N(Cc1ccccc1)S2(=O)=O, C=CCBr, CCC(C)=O, [K+], [K+]. The product is C=CCOc1ccc(OCC)c2c1S(=O)(=O)N(Cc1ccccc1)C2=O. Reaction SMILES: [C:28](=[O:29])([O-:30])[O-:31].[CH2:1]([c:2]1[cH:3][cH:4][cH:5][cH:6][cH:7]1)[N:8]1[S:9](=[O:10])(=[O:11])[c:12]2[c:13]([OH:23])[cH:14][cH:15][c:16]([O:20][CH2:21][CH3:22])[c:17]2[C:18]1=[O:19].[CH2:24]([CH:25]=[CH2:26])[Br:27].[CH2:34]([C:35]([CH3:36])=[O:37])[CH3:38].[K+:32].[K+:33]>>[CH2:1]([c:2]1[cH:3][cH:4][cH:5][cH:6][cH:7]1)[N:8]1[S:9](=[O:10])(=[O:11])[c:12]2[c:13]([O:23][CH2:26][CH:25]=[CH2:24])[cH:14][cH:15][c:16]([O:20][CH2:21][CH3:22])[c:17]2[C:18]1=[O:19]. The reactants are C(C)(=O)OCC.Cl (Hydrogen chloride-ethyl acetate), ClC1=CC=C(C=C1)C1=CC=C(C=C1)C(=O)NC1=CC=C(C(=O)C2CN(CCC2)C(=O)OC(C)(C)C)C=C1 (tert-butyl 3-[4-[[(4′-chloro[1,1′-biphenyl]-4-yl)carbonyl]amino]benzoyl]-1-piperidinecarboxylate). Yields the product Cl.ClC1=CC=C(C=C1)C1=CC=C(C=C1)C(=O)NC1=CC=C(C=C1)C(=O)C1CNCCC1 (4′-Chloro-N-[4-(3-piperidinylcarbonyl)phenyl][1,1′-biphenyl]-4-carboxamide hydrochloride). Yield: 166.8%. RXN SMILES: C(OCC)(=O)C.Cl.[Cl:8][C:9]1[CH:14]=[CH:13][C:12]([C:15]2[CH:20]=[CH:19][C:18]([C:21]([NH:23][C:24]3[CH:44]=[CH:43][C:27]([C:28]([CH:30]4[CH2:35][CH2:34][CH2:33][N:32](C(OC(C)(C)C)=O)[CH2:31]4)=[O:29])=[CH:26][CH:25]=3)=[O:22])=[CH:17][CH:16]=2)=[CH:11][CH:10]=1>>[ClH:8].[Cl:8][C:9]1[CH:10]=[CH:11][C:12]([C:15]2[CH:16]=[CH:17][C:18]([C:21]([NH:23][C:24]3[CH:44]=[CH:43][C:27]([C:28]([CH:30]4[CH2:35][CH2:34][CH2:33][NH:32][CH2:31]4)=[O:29])=[CH:26][CH:25]=3)=[O:22])=[CH:19][CH:20]=2)=[CH:13][CH:14]=1 |f:0.1,3.4|. Procedure: 4N Hydrogen chloride-ethyl acetate (1 ml) was added to tert-butyl 3-[4-[[(4′-chloro[1,1′-biphenyl]-4-yl)carbonyl]amino]benzoyl]-1-piperidinecarboxylate (100 mg, 0.193 mmol) obtained in 1). One hour later, the solvent was distilled out under reduced pressure. Diisopropyl ether was added to the residue, to give the titled compound (73.3 mg) as a colorless powder. Procedure: The subtitle compound was prepared analogous to the method described in Example 19 (step 19d). Starting from (S)-tert-butyl 1-(methoxy(methyl)amino)-1-oxopropan-2-ylcarbamate (0.7 g, 3.01 mmol) and freshly made (3-ethylphenyl)magnesium bromide 0.9M solution in THF (5 mL, 4.50 mmol). Yield 817 mg (97%) Yields the product C(C)C=1C=C(C=CC1)C([C@H](C)NC(OC(C)(C)C)=O)=O ((S)-tert-butyl 1-(3-ethylphenyl)-1-oxopropan-2-ylcarbamate). Reaction SMILES: CON(C)[C:4](=[O:15])[C@@H:5]([NH:7][C:8](=[O:14])[O:9][C:10]([CH3:13])([CH3:12])[CH3:11])[CH3:6].[CH2:17]([C:19]1[CH:20]=[C:21]([Mg]Br)[CH:22]=[CH:23][CH:24]=1)[CH3:18].C1COCC1>>[CH2:17]([C:19]1[CH:24]=[C:23]([C:4](=[O:15])[C@@H:5]([NH:7][C:8](=[O:14])[O:9][C:10]([CH3:11])([CH3:12])[CH3:13])[CH3:6])[CH:22]=[CH:21][CH:20]=1)[CH3:18]. The reactants are CON(C([C@H](C)NC(OC(C)(C)C)=O)=O)C ((S)-tert-butyl 1-(methoxy(methyl)amino)-1-oxopropan-2-ylcarbamate), C(C)C=1C=C(C=CC1)[Mg]Br ((3-ethylphenyl)magnesium bromide), C1CCOC1 (THF). Starting materials: ClC=1C=C(C(C(=O)O)=CC1)O (4-chlorosalicylic acid), ClC=1C=C(N)C=C(C1)Cl (3,5-dichloroaniline), raw materials. Yields the product ClC1=CC(=C(C(=O)NC2=CC(=CC(=C2)Cl)Cl)C=C1)O (4-Chloro-N-(3,5-dichlorophenyl)-2-hydroxybenzamide). Isolated yield 57.2%. RXN SMILES: [Cl:1][C:2]1[CH:3]=[C:4]([OH:11])[C:5](=[CH:9][CH:10]=1)[C:6]([OH:8])=O.[Cl:12][C:13]1[CH:14]=[C:15]([CH:17]=[C:18]([Cl:20])[CH:19]=1)[NH2:16]>>[Cl:1][C:2]1[CH:10]=[CH:9][C:5]([C:6]([NH:16][C:15]2[CH:14]=[C:13]([Cl:12])[CH:19]=[C:18]([Cl:20])[CH:17]=2)=[O:8])=[C:4]([OH:11])[CH:3]=1. Reported procedure: Using 4-chlorosalicylic acid and 3,5-dichloroaniline as the raw materials, the same operation as the example 16 gave the title compound.